The task is: describe an organic reaction: reactants, conditions, products, and yield. This data is from the Open Reaction Database (ORD), a public repository of structured organic reaction records. The reactants are O=CCCC(=O)C1=C(O)C2(CCOCC2)c2ccc(Cl)cc2C1=O, CN(C)C=O. The product is O=C(O)CCC(=O)C1=C(O)C2(CCOCC2)c2ccc(Cl)cc2C1=O. Reaction SMILES: [Cl:1][c:2]1[cH:3][c:4]2[c:9]([cH:10][cH:11]1)[C:8]1([C:7]([OH:17])=[C:6]([C:18]([CH2:19][CH2:20][CH:21]=[O:22])=[O:23])[C:5]2=[O:24])[CH2:12][CH2:13][O:14][CH2:15][CH2:16]1.[O:25]=[CH:26][N:27]([CH3:28])[CH3:29]>>[Cl:1][c:2]1[cH:3][c:4]2[c:9]([cH:10][cH:11]1)[C:8]1([C:7]([OH:17])=[C:6]([C:18]([CH2:19][CH2:20][C:21](=[O:22])[OH:25])=[O:23])[C:5]2=[O:24])[CH2:12][CH2:13][O:14][CH2:15][CH2:16]1.